Dataset: the Open Reaction Database (ORD), a public repository of structured organic reaction records. Task: describe an organic reaction: reactants, conditions, products, and yield The product is CC(C)(C)OC(=O)NC(NC1=CC=C(C(=O)N2[C@@H](C[C@@H](C2)N2CCN(CC2)S(=O)(=O)C)C(=O)NC2=CC=C(C(=O)OC(C)(C)C)C=C2)C=C1)=NC(=O)OC(C)(C)C (2-methyl-2-propanyl 4-[({(2S,4S)-1-[4-(N′,N″-bis{[(2-methyl-2-propanyl)oxy]carbonyl}carbamimidamido)benzoyl]-4-[4-(methylsulfonyl)-1-piperazinyl]-2-pyrrolidinyl}carbonyl)amino]benzoate). As a reaction SMILES: [CH3:1][S:2]([N:5]1[CH2:10][CH2:9][N:8]([C@@H:11]2[CH2:15][NH:14][C@H:13]([C:16]([NH:18][C:19]3[CH:31]=[CH:30][C:22]([C:23]([O:25][C:26]([CH3:29])([CH3:28])[CH3:27])=[O:24])=[CH:21][CH:20]=3)=[O:17])[CH2:12]2)[CH2:7][CH2:6]1)(=[O:4])=[O:3].[CH3:32][C:33]([O:36][C:37]([NH:39][C:40](=[N:51][C:52]([O:54][C:55]([CH3:58])([CH3:57])[CH3:56])=[O:53])[NH:41][C:42]1[CH:50]=[CH:49][C:45]([C:46](O)=[O:47])=[CH:44][CH:43]=1)=[O:38])([CH3:35])[CH3:34]>>[CH3:58][C:55]([O:54][C:52]([NH:51][C:40](=[N:39][C:37]([O:36][C:33]([CH3:35])([CH3:34])[CH3:32])=[O:38])[NH:41][C:42]1[CH:50]=[CH:49][C:45]([C:46]([N:14]2[CH2:15][C@@H:11]([N:8]3[CH2:9][CH2:10][N:5]([S:2]([CH3:1])(=[O:4])=[O:3])[CH2:6][CH2:7]3)[CH2:12][C@H:13]2[C:16]([NH:18][C:19]2[CH:31]=[CH:30][C:22]([C:23]([O:25][C:26]([CH3:28])([CH3:27])[CH3:29])=[O:24])=[CH:21][CH:20]=2)=[O:17])=[O:47])=[CH:44][CH:43]=1)=[O:53])([CH3:56])[CH3:57]. Procedure details: Following the procedure described in Example 8, the compound prepared in Example 6 was treated with the compound prepared in Example 10 to give the title compound as a white solid. Starting materials: CS(=O)(=O)N1CCN(CC1)[C@H]1C[C@H](NC1)C(=O)NC1=CC=C(C(=O)OC(C)(C)C)C=C1 (2-methyl-2-propanyl 4-[({(2S,4S)-4-[4-(methylsulfonyl)-1-piperazinyl]-2-pyrrolidinyl}carbonyl)amino]benzoate), CC(C)(C)OC(=O)NC(NC1=CC=C(C(=O)O)C=C1)=NC(=O)OC(C)(C)C (4-(N′,N″-bis{[(2-methyl-2-propanyl)oxy]carbonyl}carbamimidamido)benzoic acid). The reactants are CCI, CN(C)C=O, Nc1cccc(CC(=O)[O-])c1-c1ccccc1, [Na+], O. The product is CCOC(=O)Cc1cccc(N)c1-c1ccccc1. As a reaction SMILES: [CH2:19]([CH3:20])[I:21].[CH3:23][N:24]([CH3:25])[CH:26]=[O:27].[NH2:1][c:2]1[c:3](-[c:12]2[cH:13][cH:14][cH:15][cH:16][cH:17]2)[c:4]([CH2:8][C:9](=[O:10])[O-:11])[cH:5][cH:6][cH:7]1.[Na+:18].[OH2:22]>>[NH2:1][c:2]1[c:3](-[c:12]2[cH:13][cH:14][cH:15][cH:16][cH:17]2)[c:4]([CH2:8][C:9](=[O:10])[O:11][CH2:19][CH3:20])[cH:5][cH:6][cH:7]1.